Dataset: the Open Reaction Database (ORD), a public repository of structured organic reaction records. Task: describe an organic reaction: reactants, conditions, products, and yield The reactants are [BH4-].[Na+] (NaBH4), BrC=1C=C(C(=O)OC)C=C(C1Cl)Br (methyl 3,5-dibromo-4-chlorobenzoate). The solvent is CO (MeOH). Run at time 8 hour. Product: BrC=1C=C(C=C(C1Cl)Br)CO ((3,5-Dibromo-4-chlorophenyl)methanol), solid. Yield: 80.0%. Reaction SMILES: [BH4-].[Na+].[Br:3][C:4]1[CH:5]=[C:6]([CH:11]=[C:12]([Br:15])[C:13]=1[Cl:14])[C:7](OC)=[O:8]>CO>[Br:3][C:4]1[CH:5]=[C:6]([CH2:7][OH:8])[CH:11]=[C:12]([Br:15])[C:13]=1[Cl:14] |f:0.1|. Reported procedure: NaBH4 (1.53 g, 40.65 mmol) was added portionwise to a stirred solution of methyl 3,5-dibromo-4-chlorobenzoate (4.45 g, 13.6 mmol) in MeOH (50 mL) at 0° C. The reaction mixture was then stirred at ambient temperature for 8 h. The volatiles were evaporated and the residue was diluted with CH2Cl2 and washed with brine followed by water. The organic layer was dried (Na2SO4), filtered and concentrated to afford the title compound as an off white solid (3.3 g, 80%): 1H NMR (300 MHz, DMSO-d6) δ 7.71 (s... The reactants are ClC=1C=C(C=CC1)C=1N=C(SC1C(=O)O)N1C=NC2=C1C=C(C(=C2)OC)OC (4-(3-Chloro-phenyl)-2-(5,6-dimethoxy-benzoimidazol-1-yl)-thiazole-5-carboxylic acid), NN1C=NN=C1 (4-amino-1,2,4-triazole). Yields the product N=1N=CN(C1)NC(=O)C1=C(N=C(S1)N1C=NC2=C1C=C(C(=C2)OC)OC)C2=CC(=CC=C2)Cl (4-(3-Chloro-phenyl)-2-(5,6-dimethoxy-benzoimidazol-1-yl)-thiazole-5-carboxylic acid [1,2,4]triazol-4-ylamide). Isolated yield 5.0%. RXN SMILES: [Cl:1][C:2]1[CH:3]=[C:4]([C:8]2[N:9]=[C:10]([N:16]3[C:20]4[CH:21]=[C:22]([O:27][CH3:28])[C:23]([O:25][CH3:26])=[CH:24][C:19]=4[N:18]=[CH:17]3)[S:11][C:12]=2[C:13](O)=[O:14])[CH:5]=[CH:6][CH:7]=1.[NH2:29][N:30]1[CH:34]=[N:33][N:32]=[CH:31]1>>[N:33]1[N:32]=[CH:31][N:30]([NH:29][C:13]([C:12]2[S:11][C:10]([N:16]3[C:20]4[CH:21]=[C:22]([O:27][CH3:28])[C:23]([O:25][CH3:26])=[CH:24][C:19]=4[N:18]=[CH:17]3)=[N:9][C:8]=2[C:4]2[CH:5]=[CH:6][CH:7]=[C:2]([Cl:1])[CH:3]=2)=[O:14])[CH:34]=1. Reported procedure: In a similar manner as described for Example 53, 4-(3-Chloro-phenyl)-2-(5,6-dimethoxy-benzoimidazol-1-yl)-thiazole-5-carboxylic acid (41 mg, 0.1 mmol) and 4-amino-1,2,4-triazole (8.4 mg, 0.1 mmol, Aldrich) gave 4-(3-Chloro-phenyl)-2-(5,6-dimethoxy-benzoimidazol-1-yl)-thiazole-5-carboxylic acid [1,2,4]triazol-4-ylamide (2.4 mg, 5.0%) as a white solid. MS m/z 482 (M+1). Starting materials: O=C(O)c1cccc(CBr)c1, CC#N, [F-], [K+]. Yields the product O=C(O)c1cccc(CF)c1. As a reaction SMILES: [Br:3][CH2:4][c:5]1[cH:6][c:7]([C:8](=[O:9])[OH:10])[cH:11][cH:12][cH:13]1.[CH3:14][C:15]#[N:16].[F-:1].[K+:2]>>[F:1][CH2:4][c:5]1[cH:6][c:7]([C:8](=[O:9])[OH:10])[cH:11][cH:12][cH:13]1. The reactants are 3, C(CCO)O (propane-1,3-diol), P(Cl)(Cl)(Cl)(Cl)Cl (PCl5), N1=CC=CC=C1 (pyridine), OCC=1CS[C@H]2N(C1C(=O)OC(C1=CC=CC=C1)C1=CC=CC=C1)C(C2NC(CC2=CC=CC=C2)=O)=O (benzhydryl 3-hydroxymethyl-7-phenylacetamido-3-cephem-4-carboxylate). The solvent is C(Cl)Cl (CH2Cl2). Run at temperature 20 celsius, time 20 minute. The product is NC1[C@@H]2N(C(=C(CS2)CCl)C(=O)OC(C2=CC=CC=C2)C2=CC=CC=C2)C1=O (Benzhydryl 7-Amino-3-chloromethyl-3-cephem-4-carboxylate). The yield is 51.0%. Reaction SMILES: P(Cl)(Cl)(Cl)(Cl)[Cl:2].N1C=CC=CC=1.O[CH2:14][C:15]1[CH2:16][S:17][C@@H:18]2[CH:38]([NH:39]C(=O)CC3C=CC=CC=3)[C:37](=[O:49])[N:19]2[C:20]=1[C:21]([O:23][CH:24]([C:31]1[CH:36]=[CH:35][CH:34]=[CH:33][CH:32]=1)[C:25]1[CH:30]=[CH:29][CH:28]=[CH:27][CH:26]=1)=[O:22].C(O)CCO>C(Cl)Cl>[NH2:39][CH:38]1[C:37](=[O:49])[N:19]2[C:20]([C:21]([O:23][CH:24]([C:31]3[CH:36]=[CH:35][CH:34]=[CH:33][CH:32]=3)[C:25]3[CH:30]=[CH:29][CH:28]=[CH:27][CH:26]=3)=[O:22])=[C:15]([CH2:14][Cl:2])[CH2:16][S:17][C@H:18]12. Procedure: To a slurry of PCl5 (8.3 g, 40 mmoles) in CH2Cl2 (100 mL) was added pyridine (3.2 g, 40 mmoles) and the mixture was stirred for 20 minutes at 20° C. To the mixture was added benzhydryl 3-hydroxymethyl-7-phenylacetamido-3-cephem-4-carboxylate prepared in Preparation No. 3 (5.1 g, 10 mmoles) with stirring at -40° C., in one portion. The mixture was stirred at -10° C. for 15 minutes and allowed to stand at -10° C. to -15° C. for 7 hours. To the cooled solution (-20° C.) was added propane-1,3-diol (...